Dataset: the Open Reaction Database (ORD), a public repository of structured organic reaction records. Task: describe an organic reaction: reactants, conditions, products, and yield The solvent is CCOCC (ether). Reactants: COC(=O)CC(=O)CC(=O)OC (dimethyl acetonedicarboxylate), C1(CC1)N (cyclopropyl-amine). Yield: 83.5%. RXN SMILES: [CH3:1][O:2][C:3]([CH2:5][C:6]([CH2:8][C:9]([O:11][CH3:12])=[O:10])=O)=[O:4].[CH:13]1([NH2:16])[CH2:15][CH2:14]1>CCOCC>[CH:13]1([NH:16][C:6]([CH2:8][C:9]([O:11][CH3:12])=[O:10])=[CH:5][C:3]([O:2][CH3:1])=[O:4])[CH2:15][CH2:14]1. Procedure: This compound was prepared as described in Step A of Example 94: 190.6 g (1.09 mol) of dimethyl acetonedicarboxylate and 75 g (1.3 mol) of cyclopropyl-amine in 200 ml of ether were reacted affording 194 g of clear oil. Trituration with petroleum ether gave 171.5 g (74%) of the enamine diester as a white solid: mp 64°-70° C. Crystallization from cyclohexane afforded an analytical sample; mp 73°-75° C. Yields the product C1(CC1)NC(=CC(=O)OC)CC(=O)OC (dimethyl 3-(cyclopropylamino)-2-pentenedioate). Reactants: CCO, CN(C)C(=O)CC1CN(C(=O)OCc2ccccc2)CC(=O)N1Cc1ccc(F)cc1, [H][H]. The product is CN(C)C(=O)CC1CNCC(=O)N1Cc1ccc(F)cc1. Reaction SMILES: [CH3:34][CH2:35][OH:36].[F:1][c:2]1[cH:3][cH:4][c:5]([CH2:6][N:7]2[CH:8]([CH2:24][C:25](=[O:26])[N:27]([CH3:28])[CH3:29])[CH2:9][N:10]([C:14]([O:15][CH2:16][c:17]3[cH:18][cH:19][cH:20][cH:21][cH:22]3)=[O:23])[CH2:11][C:12]2=[O:13])[cH:30][cH:31]1.[H:32][H:33]>>[F:1][c:2]1[cH:3][cH:4][c:5]([CH2:6][N:7]2[CH:8]([CH2:24][C:25](=[O:26])[N:27]([CH3:28])[CH3:29])[CH2:9][NH:10][CH2:11][C:12]2=[O:13])[cH:30][cH:31]1. Starting materials: C(C)N1CCN(CC1)CC1=C(C=C(C=C1)[N+](=O)[O-])C(F)(F)F (1-ethyl-4-(4-nitro-2-(trifluoromethyl)benzyl)piperazine). Reagents/catalysts: [Pd] (Pd/C). Run in CO (methanol). Run at time 12 hour. Yields the product C(C)N1CCN(CC1)CC1=C(C=C(N)C=C1)C(F)(F)F (4-((4-ethylpiperazin-1-yl)methyl)-3-(trifluoromethyl)aniline). The yield is 98.9%. As a reaction SMILES: [CH2:1]([N:3]1[CH2:8][CH2:7][N:6]([CH2:9][C:10]2[CH:15]=[CH:14][C:13]([N+:16]([O-])=O)=[CH:12][C:11]=2[C:19]([F:22])([F:21])[F:20])[CH2:5][CH2:4]1)[CH3:2]>[Pd].CO>[CH2:1]([N:3]1[CH2:8][CH2:7][N:6]([CH2:9][C:10]2[CH:15]=[CH:14][C:13]([NH2:16])=[CH:12][C:11]=2[C:19]([F:22])([F:20])[F:21])[CH2:5][CH2:4]1)[CH3:2]. Procedure: 1-Ethyl-4-(4-nitro-2-(trifluoromethyl)benzyl)piperazine (21.7 g, 68.3 mmol) obtained in Step (2) above was stirred in a solution of methanol. The reaction solution was mixed with Pd/C (1.8 g, 17.08 mmol), followed by stirring under hydrogen conditions for about 12 hours at room temperature. The reaction mixture was filtered through a Celite pad under reduced pressure, and washed with methanol. The filtrate was concentrated under reduced pressure to obtain the title compound (19.4 g, 99%). Starting materials: O (water), C([O-])([O-])=O.[K+].[K+] (potassium carbonate), C(C)(C)(C)OC(=O)N1[C@H](O[C@@H]([C@@H]1C1=CC=CC=C1)C(=O)OC)C1=CC=C(C=C1)OC ((2R,4S,5S)-3-t-butoxycarbonyl-2-(4-methoxyphenyl)-4-phenyl-5-methoxycarbonyl-1,3-oxazolidine). Solvent: CO (methanol). Conditions: temperature 0 celsius. The product is C(C)(C)(C)OC(=O)N1[C@H](O[C@@H]([C@@H]1C1=CC=CC=C1)C(=O)O)C1=CC=C(C=C1)OC ((2R,4S,5S)-3-t-butoxycarbonyl-2-(4-methoxyphenyl)-4-phenyl-1,3-oxazolidine-5-carboxylic acid). Isolated yield 93.7%. Reaction SMILES: [C:1]([O:5][C:6]([N:8]1[C@@H:12]([C:13]2[CH:18]=[CH:17][CH:16]=[CH:15][CH:14]=2)[C@@H:11]([C:19]([O:21]C)=[O:20])[O:10][C@@H:9]1[C:23]1[CH:28]=[CH:27][C:26]([O:29][CH3:30])=[CH:25][CH:24]=1)=[O:7])([CH3:4])([CH3:3])[CH3:2].O.C(=O)([O-])[O-].[K+].[K+]>CO>[C:1]([O:5][C:6]([N:8]1[C@@H:12]([C:13]2[CH:18]=[CH:17][CH:16]=[CH:15][CH:14]=2)[C@@H:11]([C:19]([OH:21])=[O:20])[O:10][C@@H:9]1[C:23]1[CH:28]=[CH:27][C:26]([O:29][CH3:30])=[CH:25][CH:24]=1)=[O:7])([CH3:4])([CH3:3])[CH3:2] |f:2.3.4|. Reported procedure: 33 mg (0.08 mmol) of (2R,4S,5S)-3-t-butoxycarbonyl-2-(4-methoxyphenyl)-4-phenyl-5-methoxycarbonyl-1,3-oxazolidine, in suspension in 15 cm3 of methanol, are put, under an argon atmosphere, into a 50 cm3 round-bottomed flask equipped with a magnetic stirrer system. 5 cm3 of water and 33 mg (0.24 mmol) of potassium carbonate are then added. The mixture is allowed to react for 96 hours at a temperature in the region of 25° C. The reaction mixture becomes homogeneous. The methanol is removed under re... The reactants are FC(OC1=CC=C(C=C1)C1=C(C=NO1)C(=O)OCC)(F)F (ethyl 5-(4-trifluoromethoxyphenyl)isoxazole-4-carboxylate), [H-].C(C(C)C)[Al+]CC(C)C (diisobutylaluminum hydride), Cl (hydrochloric acid). Run in O1CCCC1 (tetrahydrofuran). Conditions: time 30 minute. Product: FC(OC1=CC=C(C=C1)C1=C(C=NO1)CO)(F)F (5-(4-trifluoromethoxyphenyl)-4-isoxazolylmethanol). Yield: 100.4%. RXN SMILES: [F:1][C:2]([F:21])([F:20])[O:3][C:4]1[CH:9]=[CH:8][C:7]([C:10]2[O:14][N:13]=[CH:12][C:11]=2[C:15](OCC)=[O:16])=[CH:6][CH:5]=1.[H-].C([Al+]CC(C)C)C(C)C.Cl>O1CCCC1>[F:21][C:2]([F:1])([F:20])[O:3][C:4]1[CH:9]=[CH:8][C:7]([C:10]2[O:14][N:13]=[CH:12][C:11]=2[CH2:15][OH:16])=[CH:6][CH:5]=1 |f:1.2|. Procedure: To a solution of ethyl 5-(4-trifluoromethoxyphenyl)isoxazole-4-carboxylate (6.60 g) in tetrahydrofuran (80 ml) was gently added diisobutylaluminum hydride (1.0 M tetrahydrofuran solution, 55 ml) at 0° C. The mixture was stirred at room temperature for 30 min. The reaction mixture was poured into dilute hydrochloric acid and the mixture was extracted with ethyl acetate. The ethyl acetate layer was washed with saturated brine, dried (MgSO4) and concentrated to give 5-(4-trifluoromethoxyphenyl)-4-i...